From a dataset of the Open Reaction Database (ORD), a public repository of structured organic reaction records. describe an organic reaction: reactants, conditions, products, and yield The reactants are C(=O)(O)CCC1=C(OCCCC(=O)O)C=CC=C1CCCCCCOC1=CC(=CC(=C1)Br)Br (4-{2-(2-carboxy-ethyl)-3-[6-(3,5-dibromo-phenoxy)-hexyl]-phenoxy}-butyric acid), N1=CN=CC(=C1)B(O)O (pyrimidin-5-ylboronic acid), C([O-])([O-])=O.[K+].[K+] (potassium carbonate). The reagents and catalysts are C=1C=CC(=CC1)[P](C=2C=CC=CC2)(C=3C=CC=CC3)[Pd]([P](C=4C=CC=CC4)(C=5C=CC=CC5)C=6C=CC=CC6)([P](C=7C=CC=CC7)(C=8C=CC=CC8)C=9C=CC=CC9)[P](C=1C=CC=CC1)(C=1C=CC=CC1)C=1C=CC=CC1 (tetrakis(triphenylphosphine)palladium(0)). Solvent: O (water), C(C)(=O)OCC (ethyl acetate), C(C)O (ethanol). Run at temperature 160 celsius. Product: C(=O)(O)CCC1=C(OCCCC(=O)O)C=CC=C1CCCCCCOC1=CC(=CC(=C1)C=1C=NC=NC1)C=1C=NC=NC1 (4-{2-(2-carboxy-ethyl)-3-[6-(3,5-di-pyrimidin-5-yl-phenoxy)-hexyl]-phenoxy}-butyric acid). Yield: 55.9%. As a reaction SMILES: [C:1]([CH2:4][CH2:5][C:6]1[C:18]([CH2:19][CH2:20][CH2:21][CH2:22][CH2:23][CH2:24][O:25][C:26]2[CH:31]=[C:30](Br)[CH:29]=[C:28](Br)[CH:27]=2)=[CH:17][CH:16]=[CH:15][C:7]=1[O:8][CH2:9][CH2:10][CH2:11][C:12]([OH:14])=[O:13])([OH:3])=[O:2].[N:34]1[CH:39]=[C:38](B(O)O)[CH:37]=[N:36][CH:35]=1.C(=O)([O-])[O-].[K+].[K+]>C(O)C.O.C(OCC)(=O)C.C1C=CC([P]([Pd]([P](C2C=CC=CC=2)(C2C=CC=CC=2)C2C=CC=CC=2)([P](C2C=CC=CC=2)(C2C=CC=CC=2)C2C=CC=CC=2)[P](C2C=CC=CC=2)(C2C=CC=CC=2)C2C=CC=CC=2)(C2C=CC=CC=2)C2C=CC=CC=2)=CC=1>[C:1]([CH2:4][CH2:5][C:6]1[C:18]([CH2:19][CH2:20][CH2:21][CH2:22][CH2:23][CH2:24][O:25][C:26]2[CH:31]=[C:30]([C:38]3[CH:39]=[N:34][CH:35]=[N:36][CH:37]=3)[CH:29]=[C:28]([C:38]3[CH:39]=[N:34][CH:35]=[N:36][CH:37]=3)[CH:27]=2)=[CH:17][CH:16]=[CH:15][C:7]=1[O:8][CH2:9][CH2:10][CH2:11][C:12]([OH:14])=[O:13])([OH:3])=[O:2] |f:2.3.4,^1:62,64,83,102|. Reported procedure: To a solution of 4-{2-(2-carboxy-ethyl)-3-[6-(3,5-dibromo-phenoxy)-hexyl]-phenoxy}-butyric acid (150 mg, 0.26 mmol) in ethanol (2 mL) in a 20 mL microwave tube were added tetrakis(triphenylphosphine)palladium(0) (29.5 mg, 0.03 mmol), pyrimidin-5-ylboronic acid (189 mg, 3.0 mmol), and potassium carbonate (212 mg, 1.53 mmol) at room temperature. The microwave tube was sealed and heated to 160° C. in a microwave oven for 30 minutes. Then, the reaction mixture was cooled to room temperature and dilu... The solvent is S(=O)(Cl)Cl (thionylchloride). Procedure: To a solution of N-[5-(1-hydroxy-butyl)-pyridin-2-yl]-2,2-dimethyl-propionamide (1.025 g, 4.09 mmol) in trichloromethane (12 mL), thionylchloride (6 mL) was added and the mixture was heated to 55° C. for 1 h. Then the solution was concentrated under reduced pressure to leave crude N-[5-(1-chloro-butyl)-pyridin-2-yl]-2,2-dimethyl-propionamide hydrochloride as a colourless solid. Conditions: temperature 55 celsius. Reaction SMILES: O[CH:2]([C:6]1[CH:7]=[CH:8][C:9]([NH:12][C:13](=[O:18])[C:14]([CH3:17])([CH3:16])[CH3:15])=[N:10][CH:11]=1)[CH2:3][CH2:4][CH3:5].[Cl:19]C(Cl)Cl>S(Cl)(Cl)=O>[ClH:19].[Cl:19][CH:2]([C:6]1[CH:7]=[CH:8][C:9]([NH:12][C:13](=[O:18])[C:14]([CH3:17])([CH3:16])[CH3:15])=[N:10][CH:11]=1)[CH2:3][CH2:4][CH3:5] |f:3.4|. Reactants: OC(CCC)C=1C=CC(=NC1)NC(C(C)(C)C)=O (N-[5-(1-hydroxy-butyl)-pyridin-2-yl]-2,2-dimethyl-propionamide), ClC(Cl)Cl (trichloromethane). Product: Cl.ClC(CCC)C=1C=CC(=NC1)NC(C(C)(C)C)=O (N-[5-(1-chloro-butyl)-pyridin-2-yl]-2,2-dimethyl-propionamide hydrochloride). Starting materials: C(C1=CC=CC=C1)(=O)C1=C(NC(C(Cl)(Cl)Cl)=O)C=CC(=C1)C(F)(F)F (2′-benzoyl-2,2,2-trichloro-4′-trifluoromethylacetanilide), CS(=O)C (DMSO), C(C)(=O)[O-].[NH4+] (ammonium acetate). Solvent: O (water). Run at temperature 75 celsius, time 1 hour. Yields the product C1(=CC=CC=C1)C1=NC(NC2=CC=C(C=C12)C(F)(F)F)=O (4-phenyl-6-trifluoromethyl-2(1H)-quinazolinone). The yield is 100.2%. Reaction SMILES: [C:1]([C:9]1[CH:21]=[C:20]([C:22]([F:25])([F:24])[F:23])[CH:19]=[CH:18][C:10]=1[NH:11][C:12](=[O:17])C(Cl)(Cl)Cl)(=O)[C:2]1[CH:7]=[CH:6][CH:5]=[CH:4][CH:3]=1.CS(C)=O.C([O-])(=O)C.[NH4+:34]>O>[C:2]1([C:1]2[C:9]3[C:10](=[CH:18][CH:19]=[C:20]([C:22]([F:25])([F:24])[F:23])[CH:21]=3)[NH:11][C:12](=[O:17])[N:34]=2)[CH:7]=[CH:6][CH:5]=[CH:4][CH:3]=1 |f:2.3|. Reported procedure: A mixture of 1.08 g of 2′-benzoyl-2,2,2-trichloro-4′-trifluoromethylacetanilide, 10 ml of DMSO and 1.18 g of ammonium acetate was stirred at 75° C. for 1 hour. After cooling, 100 ml of water was added and precipitated crystals were collected by filtration. The resultant collected substance was dissolved in a mixture of hexane:ethyl acetate=1:1, dehydrated using anhydrous magnesium sulfate and then concentrated to obtain 765 mg of the titled compound. 1H NMR (CDCl3): 7.58-7.68 (3H, m), 7.75 (1H, ... The reactants are FC(F)(F)c1ccc2ncc(Cl)nc2c1, Cc1ccc(C(F)(F)F)c(C(=O)N2CCC(N)C2)c1. The product is Cc1ccc(C(F)(F)F)c(C(=O)N2CCC(Nc3cnc4ccc(C(F)(F)F)cc4n3)C2)c1. Reaction SMILES: [Cl:1][c:2]1[n:3][c:4]2[cH:5][c:6]([C:12]([F:13])([F:14])[F:15])[cH:7][cH:8][c:9]2[n:10][cH:11]1.[NH2:16][CH:17]1[CH2:18][N:19]([C:22](=[O:23])[c:24]2[c:25]([C:31]([F:32])([F:33])[F:34])[cH:26][cH:27][c:28]([CH3:30])[cH:29]2)[CH2:20][CH2:21]1>>[c:2]1([NH:16][CH:17]2[CH2:18][N:19]([C:22](=[O:23])[c:24]3[c:25]([C:31]([F:32])([F:33])[F:34])[cH:26][cH:27][c:28]([CH3:30])[cH:29]3)[CH2:20][CH2:21]2)[n:3][c:4]2[cH:5][c:6]([C:12]([F:13])([F:14])[F:15])[cH:7][cH:8][c:9]2[n:10][cH:11]1. The reactants are [BH4-], CCOC(=O)C(CC(Cc1ccc2cccc(OCCOC)c2c1)C(C)C)NC(=O)OC(C)(C)C, CO, [Li+], C1CCOC1. Product: COCCOc1cccc2ccc(CC(CC(CO)NC(=O)OC(C)(C)C)C(C)C)cc12. RXN SMILES: [BH4-:36].[C:1]([CH3:2])([CH3:3])([CH3:4])[O:5][C:6](=[O:7])[NH:8][CH:9]([C:10](=[O:11])[O:12][CH2:13][CH3:14])[CH2:15][CH:16]([CH:17]([CH3:18])[CH3:19])[CH2:20][c:21]1[cH:22][c:23]2[c:24]([O:31][CH2:32][CH2:33][O:34][CH3:35])[cH:25][cH:26][cH:27][c:28]2[cH:29][cH:30]1.[CH3:38][OH:39].[Li+:37].[O:40]1[CH2:41][CH2:42][CH2:43][CH2:44]1>>[C:1]([CH3:2])([CH3:3])([CH3:4])[O:5][C:6](=[O:7])[NH:8][CH:9]([CH2:10][OH:11])[CH2:15][CH:16]([CH:17]([CH3:18])[CH3:19])[CH2:20][c:21]1[cH:22][c:23]2[c:24]([O:31][CH2:32][CH2:33][O:34][CH3:35])[cH:25][cH:26][cH:27][c:28]2[cH:29][cH:30]1.